Dataset: the Open Reaction Database (ORD), a public repository of structured organic reaction records. Task: describe an organic reaction: reactants, conditions, products, and yield Reactants: NCC(=O)OCc1ccccc1, O=C(CNS(=O)(=O)c1cccc([N+](=O)[O-])c1)OCc1ccccc1, O=[N+]([O-])c1cccc(S(=O)(=O)Cl)c1, Cl[Sn](Cl)(Cl)Cl. Product: Nc1cccc(S(=O)(=O)NCC(=O)OCc2ccccc2)c1. As a reaction SMILES: [CH2:14]([O:15][C:16](=[O:17])[CH2:18][NH2:19])[c:20]1[cH:21][cH:22][cH:23][cH:24][cH:25]1.[CH2:26]([c:27]1[cH:28][cH:29][cH:30][cH:31][cH:32]1)[O:33][C:34]([CH2:35][NH:36][S:37](=[O:38])(=[O:39])[c:40]1[cH:41][c:42]([N+:46]([O-:47])=[O:48])[cH:43][cH:44][cH:45]1)=[O:49].[N+:1]([c:2]1[cH:3][c:4]([S:5]([Cl:6])(=[O:7])=[O:8])[cH:9][cH:10][cH:11]1)([O-:12])=[O:13].[Sn:50]([Cl:51])([Cl:52])([Cl:53])[Cl:54]>>[CH2:26]([c:27]1[cH:28][cH:29][cH:30][cH:31][cH:32]1)[O:33][C:34]([CH2:35][NH:36][S:37](=[O:38])(=[O:39])[c:40]1[cH:41][c:42]([NH2:46])[cH:43][cH:44][cH:45]1)=[O:49]. Starting materials: O=C(Cl)c1ccccc1, Cc1nc(C(=O)Nc2cccc(Cl)c2)c(N)s1, C1COCCO1, c1ccncc1. The product is Cc1nc(C(=O)Nc2cccc(Cl)c2)c(NC(=O)c2ccccc2)s1. RXN SMILES: [C:18]([c:19]1[cH:20][cH:21][cH:22][cH:23][cH:24]1)(=[O:25])[Cl:26].[Cl:1][c:2]1[cH:3][c:4]([NH:8][C:9](=[O:10])[c:11]2[n:12][c:13]([CH3:17])[s:14][c:15]2[NH2:16])[cH:5][cH:6][cH:7]1.[O:27]1[CH2:28][CH2:29][O:30][CH2:31][CH2:32]1.[cH:33]1[cH:34][cH:35][n:36][cH:37][cH:38]1>>[Cl:1][c:2]1[cH:3][c:4]([NH:8][C:9](=[O:10])[c:11]2[n:12][c:13]([CH3:17])[s:14][c:15]2[NH:16][C:18]([c:19]2[cH:20][cH:21][cH:22][cH:23][cH:24]2)=[O:25])[cH:5][cH:6][cH:7]1. Yields the product C(C)(=O)OC1=C(CCC1)CCCCCCC(=O)OCC (1-acetoxy-2-(6-carbethoxyhexyl)cyclopent-1-ene). Run at time 16 hour. Starting materials: C(=O)(OCC)CCCCCCC1C(CCC1)=O (2-(6-carbethoxyhexyl)cyclopentan-1-one), pale yellow oil, CC(=O)OCC1=C2C=CC=CC2=C(C3=CC=CC=C31)COC(=O)C (acetic), O.C1(=CC=C(C=C1)S(=O)(=O)O)C (p-toluenesulfonic acid monohydrate). Reported procedure: A stirred solution of 100 g. of 2-(6-carbethoxyhexyl)cyclopentan-1-one (Example 9) in 250 ml. of acetic anyhydride containing 0.940 g. of p-toluenesulfonic acid monohydrate is heated to boiling under partial reflux allowing distillate at 118° C. or less (i.e., acetic acid) to escape through a Vigreaux column equipped with a condenser to collect the distillate. After 16 hours, during which period acetic anhydride is added in portions in order to keep the solvent level at at least 100 ml., the sol... Solvent: C(C)(=O)O (acetic acid). As a reaction SMILES: [C:1]([CH2:6][CH2:7][CH2:8][CH2:9][CH2:10][CH2:11][CH:12]1[CH2:16][CH2:15][CH2:14][C:13]1=[O:17])([O:3][CH2:4][CH3:5])=[O:2].[CH3:18][C:19](OCC1C2C(=CC=CC=2)C(COC(C)=O)=C2C=1C=CC=C2)=[O:20].O.C1(C)C=CC(S(O)(=O)=O)=CC=1>C(O)(=O)C>[C:19]([O:17][C:13]1[CH2:14][CH2:15][CH2:16][C:12]=1[CH2:11][CH2:10][CH2:9][CH2:8][CH2:7][CH2:6][C:1]([O:3][CH2:4][CH3:5])=[O:2])(=[O:20])[CH3:18] |f:2.3|. The reactants are C[Si](C)(C)O[Si](C)(C)C, Cc1ccccc1, Cc1[nH]c(C(=O)NC2CCN(c3cc(C(N)=O)nc(Cl)n3)CC2)c(Cl)c1Cl, O=P12OP3(=O)OP(=O)(O1)OP(=O)(O2)O3. The product is Cc1[nH]c(C(=O)NC2CCN(c3cc(C#N)nc(Cl)n3)CC2)c(Cl)c1Cl. As a reaction SMILES: [CH3:15][Si:16]([CH3:17])([CH3:18])[O:19][Si:20]([CH3:21])([CH3:22])[CH3:23].[CH3:51][c:52]1[cH:53][cH:54][cH:55][cH:56][cH:57]1.[Cl:24][c:25]1[n:26][c:27]([N:34]2[CH2:35][CH2:36][CH:37]([NH:40][C:41](=[O:42])[c:43]3[nH:44][c:45]([CH3:50])[c:46]([Cl:49])[c:47]3[Cl:48])[CH2:38][CH2:39]2)[cH:28][c:29]([C:31](=[O:32])[NH2:33])[n:30]1.[O:1]=[P:2]12[O:3][P:4]3(=[O:14])[O:5][P:6](=[O:12])([O:7][P:8](=[O:11])([O:9]3)[O:10]1)[O:13]2>>[Cl:24][c:25]1[n:26][c:27]([N:34]2[CH2:35][CH2:36][CH:37]([NH:40][C:41](=[O:42])[c:43]3[nH:44][c:45]([CH3:50])[c:46]([Cl:49])[c:47]3[Cl:48])[CH2:38][CH2:39]2)[cH:28][c:29]([C:31]#[N:33])[n:30]1. Reactants: BrC1=C(C=CC=C1)[N+](=O)[O-] (1-bromo-2-nitrobenzene), C(CCC)[Sn](C1=C(C=CC=C1)[N+](=O)[O-])(CCCC)CCCC (tributyl(2-nitrophenyl)tin), FC(S(=O)(=O)OC1=CC2=CC=C(C=C2CC1)OC)(F)F (6-methoxy-3,4-dihydronaphthalen-2-yl trifluoromethanesulfonate). Product: COC1=CC=C2C=C(CCC2=C1)C1=C(C=CC=C1)[N+](=O)[O-] (7-Methoxy-3-(2-nitrophenyl)-1,2-dihydronaphthalene). RXN SMILES: Br[C:2]1[CH:7]=[CH:6][CH:5]=[CH:4][C:3]=1[N+:8]([O-:10])=[O:9].C([Sn](CCCC)(CCCC)C1C=CC=CC=1[N+]([O-])=O)CCC.FC(F)(F)S(O[C:39]1[CH2:48][CH2:47][C:46]2[C:41](=[CH:42][CH:43]=[C:44]([O:49][CH3:50])[CH:45]=2)[CH:40]=1)(=O)=O>>[CH3:50][O:49][C:44]1[CH:45]=[C:46]2[C:41]([CH:40]=[C:39]([C:2]3[CH:7]=[CH:6][CH:5]=[CH:4][C:3]=3[N+:8]([O-:10])=[O:9])[CH2:48][CH2:47]2)=[CH:42][CH:43]=1. Reported procedure: Synthesized from 1-bromo-2-nitrobenzene according to an analogous synthetic method to Preparation Example 76, tributyl(2-nitrophenyl)tin (7.3 g) and 6-methoxy-3,4-dihydronaphthalen-2-yl trifluoromethanesulfonate (2.2 g) were used according to an analogous synthetic method to Preparation Example 77 to provide the title compound (1.5 g).